Dataset: the Open Reaction Database (ORD), a public repository of structured organic reaction records. Task: describe an organic reaction: reactants, conditions, products, and yield RXN SMILES: [C:1]([P:5](Cl)[C:6]([CH3:9])([CH3:8])[CH3:7])([CH3:4])([CH3:3])[CH3:2].Br[C:12]1[C:21]2[C:16](=[CH:17][CH:18]=[CH:19][CH:20]=2)[CH:15]=[CH:14][CH:13]=1.[Mg].S(=O)(=O)(O)O>O1CCCC1.[Cu]Cl.C1(C)C=CC=CC=1>[C:1]([P:5]([C:6]([CH3:9])([CH3:8])[CH3:7])[C:20]1[C:21]2[C:16](=[CH:15][CH:14]=[CH:13][CH:12]=2)[CH:17]=[CH:18][CH:19]=1)([CH3:4])([CH3:3])[CH3:2]. Reaction conditions: time 3 hour. Reactants: C(C)(C)(C)P(C(C)(C)C)Cl (di-tert-butylphosphinous chloride), C(C)(C)(C)P(C(C)(C)C)Cl (di-tert-butylphosphinous chloride), Grignard reagent, BrC1=CC=CC2=CC=CC=C12 (1-bromonaphthalene), [Mg] (magnesium), S(O)(O)(=O)=O (sulfuric acid). Reagents/catalysts: [Cu]Cl (copper(I) chloride). The yield is 86.6%. Solvent: O1CCCC1 (tetrahydrofuran), C1(=CC=CC=C1)C (toluene), O1CCCC1 (tetrahydrofuran), C1(=CC=CC=C1)C (toluene). The product is C(C)(C)(C)P(C1=CC=CC2=CC=CC=C12)C(C)(C)C (di-tert-butyl(1-naphthyl)phosphine). Procedure: In a 500 ml four-necked flask thoroughly purged with nitrogen, 18.1 g (0.1 mol) of di-tert-butylphosphinous chloride, 0.20 g (0.002 mol (corresponding to 2% by mol)) of copper(I) chloride, 20 ml of tetrahydrofuran and 20 ml of toluene were placed. To the contents of the flask, a Grignard reagent solution previously prepared from 24.8 g (0.12 mol) of 1-bromonaphthalene and 3.5 g (0.14 mol) of metallic magnesium in 180 ml of tetrahydrofuran was dropwise added over a period of 1 hour with maintaini... Reactants: CC(=O)Cl, O=CCc1ccccc1, CCOP([O-])OCC, NS(=O)(=O)c1cccs1. The product is CCOP(=O)(OCC)C(Cc1ccccc1)NS(=O)(=O)c1cccs1. As a reaction SMILES: [CH3:27][C:28](=[O:29])[Cl:30].[CH:18](=[O:19])[CH2:20][c:21]1[cH:22][cH:23][cH:24][cH:25][cH:26]1.[P:10]([O:11][CH2:12][CH3:13])([O:14][CH2:15][CH3:16])[O-:17].[s:1]1[c:2]([S:6](=[O:7])(=[O:8])[NH2:9])[cH:3][cH:4][cH:5]1>>[s:1]1[c:2]([S:6](=[O:7])(=[O:8])[NH:9][CH:18]([P:10]([O:11][CH2:12][CH3:13])([O:14][CH2:15][CH3:16])=[O:17])[CH2:20][c:21]2[cH:22][cH:23][cH:24][cH:25][cH:26]2)[cH:3][cH:4][cH:5]1. The product is ClC1=CN=CC(=N1)N[C@@H](C)C1=CC=C(C=C1)OC (6-Chloro-N-[(1S)-1-(4-methoxyphenyl)ethyl]pyrazin-2-amine). As a reaction SMILES: [CH3:1][O:2][C:3]1[CH:11]=[CH:10][C:6]([CH:7]([NH2:9])[CH3:8])=[CH:5][CH:4]=1.[Cl:12][C:13]1[CH:18]=[N:17][CH:16]=[C:15](Cl)[N:14]=1>>[Cl:12][C:13]1[N:14]=[C:15]([NH:9][C@H:7]([C:6]2[CH:10]=[CH:11][C:3]([O:2][CH3:1])=[CH:4][CH:5]=2)[CH3:8])[CH:16]=[N:17][CH:18]=1. The yield is 78.8%. The reactants are COC1=CC=C(C(C)N)C=C1 (4-methoxy-α-methyl-benzylamine), ClC1=NC(=CN=C1)Cl (2,6-dichloropyrazine). Procedure: In a procedure analogous to example 1, reaction of 4-methoxy-α-methyl-benzylamine (700 mg, 4.6 mmol) and 2,6-dichloropyrazine (626 mg, 4.2 mmol) furnished the product (873 mg, 79%). Reaction SMILES: [C:1](=[O:2])([OH:3])[c:4]1[o:5][c:6]2[c:7]([c:8](=[O:10])[cH:9]1)[cH:11][c:12]([OH:15])[cH:13][cH:14]2.[CH2:21]([CH2:22][CH3:23])[OH:24].[S:16](=[O:17])(=[O:18])([OH:19])[OH:20]>>[C:1](=[O:2])([O:3][CH2:21][CH2:22][CH3:23])[c:4]1[o:5][c:6]2[c:7]([c:8](=[O:10])[cH:9]1)[cH:11][c:12]([OH:15])[cH:13][cH:14]2. Reactants: O=C(O)c1cc(=O)c2cc(O)ccc2o1, CCCO, O=S(=O)(O)O. Yields the product CCCOC(=O)c1cc(=O)c2cc(O)ccc2o1. The reactants are CCCCCCCCc1ccc(OCC(=O)Cn2cc(C(=O)OC(C)(C)C)c3ccccc32)cc1, ClCCl, O=C(O)C(F)(F)F. The product is CCCCCCCCc1ccc(OCC(=O)Cn2cc(C(=O)O)c3ccccc32)cc1. Reaction SMILES: [C:1]([CH3:2])([CH3:3])([CH3:4])[O:5][C:6](=[O:7])[c:8]1[cH:9][n:10]([CH2:17][C:18]([CH2:19][O:20][c:21]2[cH:22][cH:23][c:24]([CH2:27][CH2:28][CH2:29][CH2:30][CH2:31][CH2:32][CH2:33][CH3:34])[cH:25][cH:26]2)=[O:35])[c:11]2[cH:12][cH:13][cH:14][cH:15][c:16]12.[Cl:43][CH2:44][Cl:45].[OH:36][C:37]([C:38]([F:39])([F:40])[F:41])=[O:42]>>[O:5]=[C:6]([OH:7])[c:8]1[cH:9][n:10]([CH2:17][C:18]([CH2:19][O:20][c:21]2[cH:22][cH:23][c:24]([CH2:27][CH2:28][CH2:29][CH2:30][CH2:31][CH2:32][CH2:33][CH3:34])[cH:25][cH:26]2)=[O:35])[c:11]2[cH:12][cH:13][cH:14][cH:15][c:16]12. The reactants are C(C)(C)(C)C(C=O)=NO (t-butylglyoxal oxime), S(=O)(=O)(O)C1=CC=C(C)C=C1.NC(C#N)C#N (aminomalononitrile tosylate), C(C)(C)O (isopropyl alcohol). Product: NC1=[N+](C=C(N=C1C#N)C(C)(C)C)[O-] (2-amino-3-cyano-5-t-butylpyrazine 1-oxide). RXN SMILES: C(C(=[N:8][OH:9])C=O)(C)(C)C.S(C1[CH:20]=[CH:19][C:17]([CH3:18])=[CH:16]C=1)(O)(=O)=O.[NH2:21][CH:22]([C:25]#[N:26])[C:23]#[N:24].[CH:27](O)(C)C>>[NH2:24][C:23]1[C:22]([C:25]#[N:26])=[N:21][C:19]([C:17]([CH3:16])([CH3:18])[CH3:27])=[CH:20][N+:8]=1[O-:9] |f:1.2|. Procedure details: Following the same general procedure of Preparation 8 above, this t-butylglyoxal oxime was allowed to react with aminomalononitrile tosylate in isopropyl alcohol to yield 2-amino-3-cyano-5-t-butylpyrazine 1-oxide. The reactants are C(C1=CC=CC=C1)OC=1C=C(C=O)C=CC1[N+](=O)[O-] (3-benzyloxy-4-nitrobenzaldehyde), C1(=CC=CC=C1)CC(C)=O (1-phenylpropane-2-one), N1CCCCC1 (piperidine). The solvent is C1(=CC=CC=C1)C (toluene). Product: C(C1=CC=CC=C1)OC=1C=C(C=CC1[N+](=O)[O-])\C=C(/C(C)=O)\C1=CC=CC=C1 ((Z)-4-(3-Benzyloxy-4-nitrophenyl)-3-phenyl-but-3-en-2-one). RXN SMILES: [CH2:1]([O:8][C:9]1[CH:10]=[C:11]([CH:14]=[CH:15][C:16]=1[N+:17]([O-:19])=[O:18])[CH:12]=O)[C:2]1[CH:7]=[CH:6][CH:5]=[CH:4][CH:3]=1.[C:20]1([CH2:26][C:27](=[O:29])[CH3:28])[CH:25]=[CH:24][CH:23]=[CH:22][CH:21]=1.N1CCCCC1>C1(C)C=CC=CC=1>[CH2:1]([O:8][C:9]1[CH:10]=[C:11](/[CH:12]=[C:26](/[C:20]2[CH:25]=[CH:24][CH:23]=[CH:22][CH:21]=2)\[C:27](=[O:29])[CH3:28])[CH:14]=[CH:15][C:16]=1[N+:17]([O-:19])=[O:18])[C:2]1[CH:7]=[CH:6][CH:5]=[CH:4][CH:3]=1. Reported procedure: To a mixture of 3-benzyloxy-4-nitrobenzaldehyde (83, step A) (1.16 g, 4.5 mmol) and 1-phenylpropane-2-one (0.726 g, 5.4 mmol) in toluene (50 mL) is added a catalytic amount of piperidine/glacial acetic acid and the mixture is refluxed for 3 h using a Dean-Stark apparatus. The mixture is cooled to room temperature and concentrated under reduced pressure. The crude material is purified by flash chromatography using a gradient of 15-50% EtOAc/hexane as eluent to give the title compound as an oil. Reactants: S(=S)(=O)([O-])[O-].[Na+].[Na+] (sodium thiosulfate), [OH-].[Na+] (NaOH), CC1(OC2=C(C=CC=C2CC1)C(=O)OC)C (methyl 2,2-dimethyl-3,4-dihydro-2H-chromene-8-carboxylate), Cl (HCl), C1CC(=O)N(C1=O)Cl (NCS). The solvent is ClCCl (dichloromethane), O (water), ClCCl (dichloromethane), CO (methanol). Reaction conditions: temperature 10 celsius, time 1 hour. Product: ClC=1C=C2CCC(OC2=C(C1)C(=O)OC)(C)C (methyl 6-chloro-2,2-dimethyl-3,4-dihydro-2H-chromene-8-carboxylate). RXN SMILES: [CH3:1][C:2]1([CH3:16])[CH2:11][CH2:10][C:9]2[C:4](=[C:5]([C:12]([O:14][CH3:15])=[O:13])[CH:6]=[CH:7][CH:8]=2)[O:3]1.Cl.C1C(=O)N([Cl:25])C(=O)C1.S([O-])([O-])(=O)=S.[Na+].[Na+].[OH-].[Na+]>ClCCl.CO.O>[Cl:25][C:7]1[CH:8]=[C:9]2[C:4](=[C:5]([C:12]([O:14][CH3:15])=[O:13])[CH:6]=1)[O:3][C:2]([CH3:16])([CH3:1])[CH2:11][CH2:10]2 |f:3.4.5,6.7|. Procedure details: To a solution of methyl 2,2-dimethyl-3,4-dihydro-2H-chromene-8-carboxylate (330 mg, 1.50 mmol) in dichloromethane (3.74 mL) and methanol (3.74 mL) was added concentrated HCl (61.5 μL, 0.75 mmol) at 10° C. NCS (206 mg, 1.54 mmol) as added portion-wise. The solution was stirred for 1 hour at 8-12° C. The solution was then poured into a mixture of water (5.00 mL), saturated aqueous sodium thiosulfate (5.00 mL), 1 N aqueous NaOH (5.00 mL) and dichloromethane (30.0 mL). The mixture was stirred for 15...